From a dataset of the Open Reaction Database (ORD), a public repository of structured organic reaction records. describe an organic reaction: reactants, conditions, products, and yield Reactants: C1(=CC=CC=C1)O (Phenol), ClCC=1SC=2CN(CCC2N1)C(C1=C(C=CC=C1)F)=O (2-(chloromethyl)-5-(2-fluorobenzoyl)-4,5,6,7-tetrahydro-thiazolo[5,4-c]pyridine), C(=O)([O-])[O-].[K+].[K+] (K2CO3). Reaction SMILES: [C:1]1([OH:7])[CH:6]=[CH:5][CH:4]=[CH:3][CH:2]=1.Cl[CH2:9][C:10]1[S:11][C:12]2[CH2:13][N:14]([C:19](=[O:27])[C:20]3[CH:25]=[CH:24][CH:23]=[CH:22][C:21]=3[F:26])[CH2:15][CH2:16][C:17]=2[N:18]=1.C([O-])([O-])=O.[K+].[K+]>C(#N)C>[F:26][C:21]1[CH:22]=[CH:23][CH:24]=[CH:25][C:20]=1[C:19]([N:14]1[CH2:15][CH2:16][C:17]2[N:18]=[C:10]([CH2:9][O:7][C:1]3[CH:6]=[CH:5][CH:4]=[CH:3][CH:2]=3)[S:11][C:12]=2[CH2:13]1)=[O:27] |f:2.3.4|. Reported procedure: Phenol (0.12 g, 1.24 mmol) was added to a stirred solution of 2-(chloromethyl)-5-(2-fluorobenzoyl)-4,5,6,7-tetrahydro-thiazolo[5,4-c]pyridine (0.19 g, 0.62 mmol) and K2CO3 (0.25 g, 1.86 mmol) in ACN (5 mL). The reaction mixture was stirred at 80° C. for 16 hours, filtered and the solvent evaporated in vacuo. The crude product was purified by HPLC on a C18 XBridge 30×100 mm, 5 μm column (gradient elution: 0.1% TFA in ACN/0.1% TFA in H2O). The desired fractions were collected and extracted with a ... Conditions: temperature 80 celsius, time 16 hour. Isolated yield 41.6%. Solvent: C(C)#N (ACN). Yields the product FC1=C(C(=O)N2CC3=C(CC2)N=C(S3)COC3=CC=CC=C3)C=CC=C1 (5-(2-fluorobenzoyl)-4,5,6,7-tetrahydro-2-(phenoxymethyl)-thiazolo[5,4-c]pyridine). Starting materials: S1C(=CC=C1)C1NCCC1 ((RS)-2-thien-2-yl-pyrrolidine), C1(=CC=C(C=C1)S(=O)(=O)Cl)C (toluene-4-sulfonyl chloride). The product is S1C(=CC=C1)C1N(CCC1)S(=O)(=O)C1=CC=C(C=C1)C ((RS)-2-Thien-2-yl-1-(toluene-4-sulfonyl)-pyrrolidine). Reaction SMILES: [S:1]1[CH:5]=[CH:4][CH:3]=[C:2]1[CH:6]1[CH2:10][CH2:9][CH2:8][NH:7]1.[C:11]1([CH3:21])[CH:16]=[CH:15][C:14]([S:17](Cl)(=[O:19])=[O:18])=[CH:13][CH:12]=1>>[S:1]1[CH:5]=[CH:4][CH:3]=[C:2]1[CH:6]1[CH2:10][CH2:9][CH2:8][N:7]1[S:17]([C:14]1[CH:15]=[CH:16][C:11]([CH3:21])=[CH:12][CH:13]=1)(=[O:19])=[O:18]. Reported procedure: The title compound, white solid, m.p. 108° C. and MS: m/e=308.2 (M+H+) was prepared in accordance with the general method of example 1e from (RS)-2-thien-2-yl-pyrrolidine and toluene-4-sulfonyl chloride. The reactants are C(#N)C=1C(=C(C=C(C1F)C)[C@@H]1CN2[C@H](CO1)CN(CC2)C(=O)OC(C)(C)C)C ((3R,9aS)-tert-butyl 3-(3-cyano-4-fluoro-2,5-dimethylphenyl)hexahydropyrazino[2,1-c][1,4]oxazine-8(1H)-carboxylate), FC1=CC=C(C(=C1C#N)C)[C@@H]1CN2[C@@H](CO1)CNCC2 (6-fluoro-2-methyl-3-((3R,9aR)-octahydropyrazino[2,1-c][1,4]oxazin-3-yl)benzonitrile). Yields the product C(#N)C=1C(=C(C=C(C1F)C)[C@@H]1CN2[C@@H](CO1)CN(CC2)C(=O)OC(C)(C)C)C ((3R,9aR)-tert-Butyl 3-(3-cyano-4-fluoro-2,5-dimethylphenyl)hexahydropyrazino[2,1-c][1,4]oxazine-8(1H)-carboxylate). RXN SMILES: [C:1]([C:3]1[C:4]([CH3:28])=[C:5]([C@H:11]2[O:16][CH2:15][C@@H:14]3[CH2:17][N:18]([C:21]([O:23][C:24]([CH3:27])([CH3:26])[CH3:25])=[O:22])[CH2:19][CH2:20][N:13]3[CH2:12]2)[CH:6]=[C:7]([CH3:10])[C:8]=1[F:9])#[N:2].FC1C(C#N)=C(C)C([C@H]2OC[C@H]3CNCCN3C2)=CC=1>>[C:1]([C:3]1[C:4]([CH3:28])=[C:5]([C@H:11]2[O:16][CH2:15][C@H:14]3[CH2:17][N:18]([C:21]([O:23][C:24]([CH3:26])([CH3:25])[CH3:27])=[O:22])[CH2:19][CH2:20][N:13]3[CH2:12]2)[CH:6]=[C:7]([CH3:10])[C:8]=1[F:9])#[N:2]. Procedure: (3R,9aR)-tert-Butyl 3-(3-cyano-4-fluoro-2,5-dimethylphenyl)hexahydropyrazino[2,1-c][1,4]oxazine-8(1H)-carboxylate was prepared in an analogous fashion to that described for the synthesis of (3R,9aS)-tert-butyl 3-(3-cyano-4-fluoro-2,5-dimethylphenyl)hexahydropyrazino[2,1-c][1,4]oxazine-8(1H)-carboxylate starting from 6-fluoro-2-methyl-3-((3R,9aR)-octahydropyrazino[2,1-c][1,4]oxazin-3-yl)benzonitrile. Starting materials: CCCCn1c(=O)[nH]c(=O)c2c1ncn2CCCCCC(C)=O, CI. Yields the product CCCCn1c(=O)n(C)c(=O)c2c1ncn2CCCCCC(C)=O. Reaction SMILES: [CH2:1]([CH2:2][CH2:3][CH3:4])[n:5]1[c:6](=[O:23])[nH:7][c:8](=[O:22])[c:9]2[n:10]([CH2:14][CH2:15][CH2:16][CH2:17][CH2:18][C:19]([CH3:20])=[O:21])[cH:11][n:12][c:13]12.[CH3:24][I:25]>>[CH2:1]([CH2:2][CH2:3][CH3:4])[n:5]1[c:6](=[O:23])[n:7]([CH3:24])[c:8](=[O:22])[c:9]2[n:10]([CH2:14][CH2:15][CH2:16][CH2:17][CH2:18][C:19]([CH3:20])=[O:21])[cH:11][n:12][c:13]12. The reactants are C(=O)([O-])[O-].[K+].[K+] (K2CO3), C(C)(=O)N(CCOC(C)=O)C1=CC(=C(C=C1)CCS(=O)(=O)N1CCC2(C(NC(=N2)C2=CC(=CC=C2)OC(F)(F)F)=O)CC1)C (acetic acid 2-[acetyl-(3-methyl-4-{2-[4-oxo-2-(3-trifluoromethoxy-phenyl)-1,3,8-triaza-spiro[4.5]dec-1-ene-8-sulfonyl]-ethyl}-phenyl)-amino]-ethyl ester), O (H2O). Run in C(Cl)Cl (CH2Cl2), CO (MeOH). Run at time 2 hour. Yields the product OCCN(C(C)=O)C1=CC(=C(C=C1)CCS(=O)(=O)N1CCC2(C(NC(=N2)C2=CC(=CC=C2)OC(F)(F)F)=O)CC1)C (N-(2-hydroxy-ethyl)-N-(3-methyl-4-{2-[4-oxo-2-(3-trifluoromethoxy-phenyl)-1,3,8-triaza-spiro[4.5]dec-1-ene-8-sulfonyl]-ethyl}-phenyl)-acetamide). As a reaction SMILES: C([O-])([O-])=O.[K+].[K+].[C:7]([N:10]([C:17]1[CH:22]=[CH:21][C:20]([CH2:23][CH2:24][S:25]([N:28]2[CH2:49][CH2:48][C:31]3([N:35]=[C:34]([C:36]4[CH:41]=[CH:40][CH:39]=[C:38]([O:42][C:43]([F:46])([F:45])[F:44])[CH:37]=4)[NH:33][C:32]3=[O:47])[CH2:30][CH2:29]2)(=[O:27])=[O:26])=[C:19]([CH3:50])[CH:18]=1)[CH2:11][CH2:12][O:13]C(=O)C)(=[O:9])[CH3:8].O>CO.C(Cl)Cl>[OH:13][CH2:12][CH2:11][N:10]([C:17]1[CH:22]=[CH:21][C:20]([CH2:23][CH2:24][S:25]([N:28]2[CH2:49][CH2:48][C:31]3([N:35]=[C:34]([C:36]4[CH:41]=[CH:40][CH:39]=[C:38]([O:42][C:43]([F:45])([F:46])[F:44])[CH:37]=4)[NH:33][C:32]3=[O:47])[CH2:30][CH2:29]2)(=[O:27])=[O:26])=[C:19]([CH3:50])[CH:18]=1)[C:7](=[O:9])[CH3:8] |f:0.1.2|. Procedure: K2CO3 (9.1 mg, 66.0 μmol) was added to a solution of acetic acid 2-[acetyl-(3-methyl-4-{2-[4-oxo-2-(3-trifluoromethoxy-phenyl)-1,3,8-triaza-spiro[4.5]dec-1-ene-8-sulfonyl]-ethyl}-phenyl)-amino]-ethyl ester (28.1 mg, 44.0 μmol) in MeOH (0.5 mL). The mixture was stirred at room temperature for two hours. H2O was then added and the mixture was diluted with CH2Cl2. The organic layer was washed with saturated brine, and then dried over MgSO4 and concentrated under reduced pressure. The resulting resi... Reactants: CO (Methyl alcohol), OC1=CC=C(C=C1)NCC(=O)O (4-hydroxyphenylglycine), C(C)N1C(C(N(CC1)C(=O)Cl)=O)=O (4-ethylpiperazin-2,3-dione-1-ylcarbonyl chloride), C[Si](C)(C)C(C(=O)N)[Si](C)(C)C (bis-trimethylsilylacetamide), C1C(C)O1 (propylene oxide). Run in O1CCCC1 (tetrahydrofuran), C1CCOC1 (THF). Reaction conditions: temperature 0 celsius, time 4 hour. Yields the product C(C)N1C(C(N(CC1)C(=O)NC(C(=O)O)C1=CC=C(C=C1)O)=O)=O (α-(4-ethylpiperazin-2,3-dione-1-ylcarbonylamino)-4-hydroxyphenylacetic acid). The yield is 40.0%. RXN SMILES: OC1C=CC([NH:8][CH2:9][C:10]([OH:12])=[O:11])=CC=1.C[Si]([CH:17]([Si](C)(C)C)[C:18](N)=O)(C)C.[CH2:25]1[O:28][CH:26]1[CH3:27].[CH2:29]([N:31]1[CH2:36][CH2:35][N:34]([C:37](Cl)=[O:38])[C:33](=[O:40])[C:32]1=[O:41])[CH3:30].[CH3:42]O>C1COCC1>[CH2:29]([N:31]1[CH2:36][CH2:35][N:34]([C:37]([NH:8][CH:9]([C:18]2[CH:17]=[CH:27][C:26]([OH:28])=[CH:25][CH:42]=2)[C:10]([OH:12])=[O:11])=[O:38])[C:33](=[O:40])[C:32]1=[O:41])[CH3:30]. Reported procedure: To a suspension of 8.3 g. (50 mmole) of 4-hydroxyphenylglycine in 75 ml. of tetrahydrofuran were added 25 ml. of bis-trimethylsilylacetamide and the suspension was stirred at room temperature for 15 minutes and then at 75° C. for 2.5 hours to form a solution. The solution was cooled to 0° C. and 25 ml. of propylene oxide were added. Next a solution of 11 g. of 4-ethylpiperazin-2,3-dione-1-ylcarbonyl chloride in 100 ml. of THF was added and the reaction mixture was stirred for 1 hour at 0° C. and...